Dataset: the Open Reaction Database (ORD), a public repository of structured organic reaction records. Task: describe an organic reaction: reactants, conditions, products, and yield Starting materials: N1(CCNCC1)CCCCl (3-piperazinopropyl chloride), ClCCN1CCOCC1 (1-chloro-2-morpholinoethane), CC1=NN2C(NC(C3=C2C2=C(N=C3)NN=C2)=O)=C1 (2-methyl-4H-pyrazolo[1,5-a]pyrazolo-[4',3':5,6]pyrido[3,4-e]pyrimidin-5(8H)-one). Yields the product CC1=NN2C(N(C(C3=C2C2=C(N=C3)NN=C2)=O)CCCN2CCNCC2)=C1 (2-methyl-4-(3-piperazino)propyl-4H-pyrazolo[1,5-a]-pyrazolo[4',3':5,6]pyrido[3,4-e]pyrimidin-5(8H)-one). As a reaction SMILES: [N:1]1([CH2:7][CH2:8][CH2:9]Cl)[CH2:6][CH2:5][NH:4][CH2:3][CH2:2]1.ClCCN1CCOCC1.[CH3:20][C:21]1[CH:37]=[C:24]2[NH:25][C:26](=[O:36])[C:27]3[CH:32]=[N:31][C:30]4[NH:33][N:34]=[CH:35][C:29]=4[C:28]=3[N:23]2[N:22]=1>>[CH3:20][C:21]1[CH:37]=[C:24]2[N:25]([CH2:9][CH2:8][CH2:7][N:1]3[CH2:6][CH2:5][NH:4][CH2:3][CH2:2]3)[C:26](=[O:36])[C:27]3[CH:32]=[N:31][C:30]4[NH:33][N:34]=[CH:35][C:29]=4[C:28]=3[N:23]2[N:22]=1. Procedure details: By substituting 3-piperazinopropyl chloride for the 1-chloro-2-morpholinoethane in the procedure of Example 5 and utilizing the 2-methyl-4H-pyrazolo[1,5-a]pyrazolo-[4',3':5,6]pyrido[3,4-e]pyrimidin-5(8H)-one product of Example 8, 2-methyl-4-(3-piperazino)propyl-4H-pyrazolo[1,5-a]-pyrazolo[4',3':5,6]pyrido[3,4-e]pyrimidin-5(8H)-one is obtained. The reactants are C(#N)C=1C=C(C(=O)O)C=CC1 (3-cyanobenzoic acid), CCOCC (Ether), C(C)(C)O (isopropanol), Cl (HCl). The reagents and catalysts are [Pt](=O)=O (platinum(IV) oxide). The solvent is C1CCOC1 (THF). Yields the product Cl.NCC=1C=C(C(=O)O)C=CC1 (3-(aminomethyl)benzoic acid hydrochloride). Yield: 82.0%. As a reaction SMILES: [C:1]([C:3]1[CH:4]=[C:5]([CH:9]=[CH:10][CH:11]=1)[C:6]([OH:8])=[O:7])#[N:2].C(O)(C)C.[ClH:16].CCOCC>C1COCC1.[Pt](=O)=O>[ClH:16].[NH2:2][CH2:1][C:3]1[CH:4]=[C:5]([CH:9]=[CH:10][CH:11]=1)[C:6]([OH:8])=[O:7] |f:6.7|. Procedure details: 3-cyanobenzoic acid (5.88 g, 40 mmol) was suspended in 50 mL THF and the mixture was warmed up with stirring. After all solid went into solution, 50 mL isopropanol was added and the solution was allowed to cool to room temperature. To it was added 4.2 mL precooled concentrated HCl followed by 300 mg platinum(IV) oxide. The mixture was hydrogenated at 55 psi overnight. Ether (50 mL) was added, and the precipitate was filtered, washed with ether and dissolved in methanol. The catalyst was filtered... As a reaction SMILES: [C:1]1([CH2:7][CH2:8][CH2:9][NH:10][C:11](=[S:14])SC)[CH:6]=[CH:5][CH:4]=[CH:3][CH:2]=1.[N-:15]=[N+:16]=[N-:17].[Na+]>>[C:1]1([CH2:7][CH2:8][CH2:9][N:10]2[C:11]([SH:14])=[N:17][N:16]=[N:15]2)[CH:6]=[CH:5][CH:4]=[CH:3][CH:2]=1 |f:1.2|. The yield is 20.6%. Product: C1(=CC=CC=C1)CCCN1N=NN=C1S (1-(3-Phenylpropyl)-5-mercaptotetrazole). The reactants are C1(=CC=CC=C1)CCCNC(SC)=S (Methyl N-(3-phenylpropyl)dithiocarbamate), [N-]=[N+]=[N-].[Na+] (sodium azide). Reported procedure: Methyl N-(3-phenylpropyl)dithiocarbamate (0.044 mol) and sodium azide (0.062 mol) were reacted substantially as described in Example 1C above to obtain 2.0 g (21%) colorless crystals: mp 75°-76° (pet. ether). Starting materials: C1(O)=CC(O)=CC(O)=C1 (Phloroglucinol), O=C1C(CCCC1)C(=O)OCC (ethyl 2-oxocyclohexane carboxylate), ice water. Solvent: S(O)(O)(=O)=O (sulfuric acid). The product is OC1=CC(=CC=2OC(C3=C(C21)CCCC3)=O)O (7,8,9,10-Tetrahydro-1,3-dihydroxy-6H-dibenzo[b,d]pyran-6-one). As a reaction SMILES: [C:1]1([CH:9]=[C:7]([OH:8])[CH:6]=[C:4]([OH:5])[CH:3]=1)[OH:2].O=[C:11]1[CH2:16][CH2:15][CH2:14][CH2:13][CH:12]1[C:17](OCC)=[O:18]>S(=O)(=O)(O)O>[OH:2][C:1]1[C:9]2[C:11]3[CH2:16][CH2:15][CH2:14][CH2:13][C:12]=3[C:17](=[O:18])[O:8][C:7]=2[CH:6]=[C:4]([OH:5])[CH:3]=1. Reported procedure: Phloroglucinol (1 g) and ethyl 2-oxocyclohexane carboxylate (1.32 g) were stirred in 75% sulfuric acid (10 ml) overnight, the mixture poured into ice water and filtered. Yield: 1.55 g. Reactants: C1(C=2C(C(N1CC(CN1C(C=3C(C1=O)=CC=CC3)=O)CC)=O)=CC=CC2)=O (1,3-diphthalimido-2-ethylpropane), Cl (hydrochloric acid). The solvent is C(C)O (ethanol). Product: Cl.Cl.C(C)C(CN)CN (2-ethyl-1,3-propanediamine dihydrochloride). The yield is 100.0%. RXN SMILES: C1(=O)[N:5]([CH2:6][CH:7]([CH2:20][CH3:21])[CH2:8][N:9]2C(=O)C3=CC=CC=C3C2=O)C(=O)C2=CC=CC=C12.[ClH:28]>C(O)C>[ClH:28].[ClH:28].[CH2:20]([CH:7]([CH2:8][NH2:9])[CH2:6][NH2:5])[CH3:21] |f:3.4.5|. Procedure details: A mixture consisting of 1,3-diphthalimido-2-ethylpropane (25 g, 69 mmol) concentrated hydrochloric acid (700 mL), and ethanol (700 mL) was refluxed for 6 days with additional concentrated hydrochloric acid being added at the indicated time; 3 days (300 mL), 4 days (200 mL), 5 days (200 mL). The reaction was evaporated to dryness and the residue was diluted with water (200 mL), chilled, and filtered. The filtrate was washed with ethyl acetate (5×500 mL) and evaporated to leave 12 g (100%) of 2-et... The reactants are COC1=CC=C(C=N1)C1=CC(=C(O1)C)C(CC(C)C)NC=1C=CC(=NC1)C(=O)O (5-({1-[5-(6-methoxypyridin-3-yl)-2-methylfuran-3-yl]-3-methylbutyl}amino)pyridine-2-carboxylic acid), CNCCC(=O)OCC (ethyl 3-(methylamino)propanoate), Cl.C(C)N=C=NCCCN(C)C (1-ethyl-3-(3-dimethylaminopropyl)carbodiimide hydrochloride), O.OC1=CC=CC=2NN=NC21 (hydroxybenzotriazole monohydrate). The solvent is C(C)(=O)OCC (Ethyl acetate), CN(C=O)C (N,N-dimethylformamide), C(C)N(CC)CC (triethylamine). Yields the product COC1=CC=C(C=N1)C1=CC(=C(O1)C)C(CC(C)C)NC=1C=CC(=NC1)C(=O)N(CCC(=O)OCC)C (ethyl 3-[{[5-({1-[5-(6-methoxypyridin-3-yl)-2-methylfuran-3-yl]-3-methylbutyl}amino)pyridin-2-yl]carbonyl}(methyl)amino]propanoate). Yield: 30.5%. As a reaction SMILES: [CH3:1][O:2][C:3]1[N:8]=[CH:7][C:6]([C:9]2[O:13][C:12]([CH3:14])=[C:11]([CH:15]([NH:20][C:21]3[CH:22]=[CH:23][C:24]([C:27]([OH:29])=O)=[N:25][CH:26]=3)[CH2:16][CH:17]([CH3:19])[CH3:18])[CH:10]=2)=[CH:5][CH:4]=1.[CH3:30][NH:31][CH2:32][CH2:33][C:34]([O:36][CH2:37][CH3:38])=[O:35].Cl.C(N=C=NCCCN(C)C)C.O.OC1C2N=NNC=2C=CC=1>CN(C)C=O.C(OCC)(=O)C.C(N(CC)CC)C>[CH3:1][O:2][C:3]1[N:8]=[CH:7][C:6]([C:9]2[O:13][C:12]([CH3:14])=[C:11]([CH:15]([NH:20][C:21]3[CH:22]=[CH:23][C:24]([C:27]([N:31]([CH3:30])[CH2:32][CH2:33][C:34]([O:36][CH2:37][CH3:38])=[O:35])=[O:29])=[N:25][CH:26]=3)[CH2:16][CH:17]([CH3:19])[CH3:18])[CH:10]=2)=[CH:5][CH:4]=1 |f:2.3,4.5|. Procedure details: A solution of 5-({1-[5-(6-methoxypyridin-3-yl)-2-methylfuran-3-yl]-3-methylbutyl}amino)pyridine-2-carboxylic acid (395 mg), ethyl 3-(methylamino)propanoate (157 mg), 1-ethyl-3-(3-dimethylaminopropyl)carbodiimide hydrochloride (230 mg), hydroxybenzotriazole monohydrate (184 mg) and triethylamine (168 μL) in N,N-dimethylformamide (10 mL) was stirred at room temperature for 4 hr. Ethyl acetate was added, the mixture was washed with saturated aqueous sodium hydrogen carbonate solution and water, and... Starting materials: C(C)OC(=O)C=1C(=NC(=CC1C)N1CCOCC1)Cl (2-chloro-4-methyl-6-morpholin-4-yl-pyridine-3-carboxylic acid ethyl ester), [Cl-].[NH4+] (ammonium chloride), C1(CC1)[Mg]Br (cyclopropylmagnesium bromide). Reagents/catalysts: C/C(=C/C(=O)C)/[O-].C/C(=C/C(=O)C)/[O-].C/C(=C/C(=O)C)/[O-].[Fe+3] (iron(III) acetylacetonate). The solvent is O1CCCC1.CN1C(CCC1)=O (tetrahydrofuran N-methyl-2-pyrrolidone). Conditions: temperature -20 celsius. The product is C(C)OC(=O)C=1C(=NC(=CC1C)N1CCOCC1)C1CC1 (2-cyclopropyl-4-methyl-6-morpholin-4-yl-pyridine-3-carboxylic acid ethyl ester). Isolated yield 211.4%. RXN SMILES: [CH2:1]([O:3][C:4]([C:6]1[C:7](Cl)=[N:8][C:9]([N:13]2[CH2:18][CH2:17][O:16][CH2:15][CH2:14]2)=[CH:10][C:11]=1[CH3:12])=[O:5])[CH3:2].[CH:20]1([Mg]Br)[CH2:22][CH2:21]1.[Cl-].[NH4+]>O1CCCC1.CN1CCCC1=O.C/C(/[O-])=C/C(C)=O.C/C(/[O-])=C/C(C)=O.C/C(/[O-])=C/C(C)=O.[Fe+3]>[CH2:1]([O:3][C:4]([C:6]1[C:7]([CH:20]2[CH2:22][CH2:21]2)=[N:8][C:9]([N:13]2[CH2:18][CH2:17][O:16][CH2:15][CH2:14]2)=[CH:10][C:11]=1[CH3:12])=[O:5])[CH3:2] |f:2.3,4.5,6.7.8.9|. Reported procedure: To a solution 2-chloro-4-methyl-6-morpholin-4-yl-pyridine-3-carboxylic acid ethyl ester (7.0 g, 24.6 mmol) in tetrahydrofuran-N-methyl-2-pyrrolidone (2:3) (250 ml) is added iron(III) acetylacetonate (1.74 g, 4.92 mmol) and the mixture is cooled to −20° C. At this temperature, a solution of cyclopropylmagnesium bromide (0.7 M in tetrahydrofuran) (105 ml, 73.8 mmol) is slowly added and the mixture is warmed to 0° C. within 30 min. After completion of the reaction, 10% aqueous ammonium chloride is ...